describe an organic reaction: reactants, conditions, products, and yield From a dataset of the Open Reaction Database (ORD), a public repository of structured organic reaction records. Starting materials: ClC=1C=C(C=CC1F)N1S(N(CC2=C1C=CC=C2)CCCCl)(=O)=O (1-(3-chloro-4-fluorophenyl)-3-(3-chloropropyl)-3,4-dihydro-1H-2,1,3-benzothiadiazine 2,2-dioxide), CN (methylamine), Cl (HCl). Yields the product Cl.ClC=1C=C(C=CC1F)N1S(N(CC2=C1C=CC=C2)CCCNC)(=O)=O (3-[1-(3-chloro-4-fluorophenyl)-2,2-dioxido-1,4-dihydro-3H-2,1,3-benzothiadiazin-3-yl]-N-methylpropan-1-amine hydrochloride). As a reaction SMILES: [Cl:1][C:2]1[CH:3]=[C:4]([N:9]2[C:14]3[CH:15]=[CH:16][CH:17]=[CH:18][C:13]=3[CH2:12][N:11]([CH2:19][CH2:20][CH2:21]Cl)[S:10]2(=[O:24])=[O:23])[CH:5]=[CH:6][C:7]=1[F:8].[CH3:25][NH2:26].Cl>>[ClH:1].[Cl:1][C:2]1[CH:3]=[C:4]([N:9]2[C:14]3[CH:15]=[CH:16][CH:17]=[CH:18][C:13]=3[CH2:12][N:11]([CH2:19][CH2:20][CH2:21][NH:26][CH3:25])[S:10]2(=[O:23])=[O:24])[CH:5]=[CH:6][C:7]=1[F:8] |f:3.4|. Procedure: In an analogous manner to Example 1, step 8, 1-(3-chloro-4-fluorophenyl)-3-(3-chloropropyl)-3,4-dihydro-1H-2,1,3-benzothiadiazine 2,2-dioxide (73 mg) was reacted with methylamine and then treated with HCl to provide 3-[1-(3-chloro-4-fluorophenyl)-2,2-dioxido-1,4-dihydro-3H-2,1,3-benzothiadiazin-3-yl]-N-methylpropan-1-amine hydrochloride (61 mg):